From a dataset of the Open Reaction Database (ORD), a public repository of structured organic reaction records. describe an organic reaction: reactants, conditions, products, and yield Reactants: O=C(OCc1ccccc1)N1CCC1COc1cncc(-c2cccc(CCO)c2)c1, CO, O. Product: OCCc1cccc(-c2cncc(OCC3CCN3)c2)c1. As a reaction SMILES: [CH2:1]([O:2][C:3](=[O:4])[N:11]1[CH:12]([CH2:15][O:16][c:17]2[cH:18][c:19](-[c:23]3[cH:24][c:25]([CH2:29][CH2:30][OH:31])[cH:26][cH:27][cH:28]3)[cH:20][n:21][cH:22]2)[CH2:13][CH2:14]1)[c:5]1[cH:6][cH:7][cH:8][cH:9][cH:10]1.[CH3:33][OH:34].[OH2:32]>>[NH:11]1[CH:12]([CH2:15][O:16][c:17]2[cH:18][c:19](-[c:23]3[cH:24][c:25]([CH2:29][CH2:30][OH:31])[cH:26][cH:27][cH:28]3)[cH:20][n:21][cH:22]2)[CH2:13][CH2:14]1.